The task is: describe an organic reaction: reactants, conditions, products, and yield. This data is from the Open Reaction Database (ORD), a public repository of structured organic reaction records. Starting materials: C(C1=CC=CC=C1)N1N=NC(=C1)C(O)C=1C(=NOC1C1=CC=C(C=C1)Br)C ((1-benzyl-1H-[1,2,3]triazol-4-yl)-[5-(4-bromo-phenyl)-3-methyl-isoxazol-4-yl]-methanol), C(C)OC(=O)CCC1=CC=C(C=C1)B(O)O ([4-(2-ethoxycarbonylethyl)phenyl]boronic acid). Product: C(C)OC(CCC1=CC=C(C=C1)C1=CC=C(C=C1)C1=C(C(=NO1)C)C(O)C=1N=NN(C1)CC1=CC=CC=C1)=O (3-(4′-{4-[(1-Benzyl-1H-[1,2,3]triazol-4-yl)-hydroxy-methyl]-3-methyl-isoxazol-5-yl}-biphenyl-4-yl)-propionic acid ethyl ester). Reaction SMILES: [CH2:1]([N:8]1[CH:12]=[C:11]([CH:13]([C:15]2[C:16]([CH3:27])=[N:17][O:18][C:19]=2[C:20]2[CH:25]=[CH:24][C:23](Br)=[CH:22][CH:21]=2)[OH:14])[N:10]=[N:9]1)[C:2]1[CH:7]=[CH:6][CH:5]=[CH:4][CH:3]=1.[CH2:28]([O:30][C:31]([CH2:33][CH2:34][C:35]1[CH:40]=[CH:39][C:38](B(O)O)=[CH:37][CH:36]=1)=[O:32])[CH3:29]>>[CH2:28]([O:30][C:31](=[O:32])[CH2:33][CH2:34][C:35]1[CH:40]=[CH:39][C:38]([C:23]2[CH:24]=[CH:25][C:20]([C:19]3[O:18][N:17]=[C:16]([CH3:27])[C:15]=3[CH:13]([C:11]3[N:10]=[N:9][N:8]([CH2:1][C:2]4[CH:7]=[CH:6][CH:5]=[CH:4][CH:3]=4)[CH:12]=3)[OH:14])=[CH:21][CH:22]=2)=[CH:37][CH:36]=1)[CH3:29]. Reported procedure: Prepared according to the procedure described in Example 1, Step 10, using (1-benzyl-1H-[1,2,3]triazol-4-yl)-[5-(4-bromo-phenyl)-3-methyl-isoxazol-4-yl]-methanol and [4-(2-ethoxycarbonylethyl)phenyl]boronic acid. The reactants are CC1=CN(C=N1)C2=C(C=C(C=C2)N)OC, CN1C[C@H](OC2=NC(=NC=C2C1)Cl)C3=CC=CC=C3. The reagents and catalysts are C(=O)([O-])[O-].[K+].[K+], C1=CC=C(C=C1)P(C2=CC=CC=C2)C3=C(C4=CC=CC=C4C=C3)C5=C(C=CC6=CC=CC=C65)P(C7=CC=CC=C7)C8=CC=CC=C8, CC(=O)O.CC(=O)O.[Pd]. The solvent is CC1=CC=CC=C1. Reaction conditions: temperature 120 celsius. Yields the product CC1=CN(C=N1)C2=C(C=C(C=C2)NC3=NC=C4CN(C[C@H](OC4=N3)C5=CC=CC=C5)C)OC. The yield is 0.0%. Procedure details: Purpose: to examine scale-up of microwave conditions established in a previous experiment.  Charged a round-bottom flask with a mixture of 3-methoxy-4-(4-methyl-1H-imidazol-1-yl)aniline (0.702 g, 3.45 mmol), (R)-2-chloro-6-methyl-8-phenyl-5,6,7,8-tetrahydropyrimido[5,4-f][1,4]oxazepine (1.0 g, 3.63 mmol), palladium (II) acetate (0.023 g, 0.10 mmol), rac-BINAP (0.108 g, 0.17 mmol), potassium carbonate (0.716 g, 5.18 mmol), and toluene (20 mL). The atmosphere s inerted through nitrogen purge cycle... The reactants are C1(=CC=C(C=C1)S(=O)(=O)OC[C@H]1COC=2C(=C3CC(NC3=CC2)=O)O1)C ((R)-2-(Toluene-4-sulfonyloxymethyl)-2,3,8,9-tetrahydro-7H- 1,4-dioxino[2,3-e]indol-8-one), CCCCCC.C(C)(=O)OCC (hexane ethyl acetate), C1(=CC=C(C=C1)S(=O)(=O)O)C.FC1=CC=C(C(=O)C2CCNCC2)C=C1 (4-(4-fluorobenzoyl)piperidine p-toluenesulfonate), C(C)(C)N(CC)C(C)C (diisopropylethylamine). Run in CS(=O)C (DMSO). Run at temperature 85 celsius. Yields the product FC1=CC=C(C(=O)C2CCN(CC2)CC2COC=3C(=C4CC(NC4=CC3)=O)O2)C=C1 (2-(4-(4-Fluoro-benzoyl)-piperidin-1-ylmethyl]-2,3,8,9-tetrahydro-7H-1,4-dioxino[2,3-e]indol-8-one). Yield: 35.4%. Reaction SMILES: C1(C)C=CC(S(O[CH2:11][C@@H:12]2[O:25][C:16]3=[C:17]4[C:21](=[CH:22][CH:23]=[C:15]3[O:14][CH2:13]2)[NH:20][C:19](=[O:24])[CH2:18]4)(=O)=O)=CC=1.C1(C)C=CC(S(O)(=O)=O)=CC=1.[F:38][C:39]1[CH:52]=[CH:51][C:42]([C:43]([CH:45]2[CH2:50][CH2:49][NH:48][CH2:47][CH2:46]2)=[O:44])=[CH:41][CH:40]=1.C(N(C(C)C)CC)(C)C.CCCCCC.C(OCC)(=O)C>CS(C)=O>[F:38][C:39]1[CH:40]=[CH:41][C:42]([C:43]([CH:45]2[CH2:50][CH2:49][N:48]([CH2:11][CH:12]3[O:25][C:16]4=[C:17]5[C:21](=[CH:22][CH:23]=[C:15]4[O:14][CH2:13]3)[NH:20][C:19](=[O:24])[CH2:18]5)[CH2:47][CH2:46]2)=[O:44])=[CH:51][CH:52]=1 |f:1.2,4.5|. Reported procedure: (R)-2-(Toluene-4-sulfonyloxymethyl)-2,3,8,9-tetrahydro-7H- 1,4-dioxino[2,3-e]indol-8-one (1.03 g, 2.75 mmole), 4-(4-fluorobenzoyl)piperidine p-toluenesulfonate (4.68 g, 12.4 mmole) and diisopropylethylamine (2.15 ml, 12.3 mmole) were combined in 70 ml of dry DMSO and heated to 85° C. for 5 hours under a nitrogen atmosphere. The reaction was cooled and taken into 400 ml of 1:1 hexane/ethyl acetate. This was washed with 200 ml of water, with 200 ml of saturated brine, dried over MgSO4, filtered an... The reactants are CC(=O)Oc1ccc2c(c1)CCC1C3CCC(=O)C3(C)CC(O)C21O, CO, CC(C)=O, O=[Cr](=O)(O)O, O. RXN SMILES: [C:1]([CH3:2])(=[O:3])[O:4][c:5]1[cH:6][c:7]2[c:20]([cH:21][cH:22]1)[C:19]1([OH:23])[CH:10]([CH2:9][CH2:8]2)[CH:11]2[CH2:12][CH2:13][C:14](=[O:25])[C:15]2([CH3:16])[CH2:17][CH:18]1[OH:24].[CH3:31][OH:32].[CH3:34][C:35](=[O:36])[CH3:37].[Cr:26]([OH:27])([OH:28])(=[O:29])=[O:30].[OH2:33]>>[C:1]([CH3:2])(=[O:3])[O:4][c:5]1[cH:6][c:7]2[c:20]([cH:21][cH:22]1)[C:19]1([OH:23])[CH:10]([CH2:9][CH2:8]2)[CH:11]2[CH2:12][CH2:13][C:14](=[O:25])[C:15]2([CH3:16])[CH2:17][C:18]1=[O:24]. Yields the product CC(=O)Oc1ccc2c(c1)CCC1C3CCC(=O)C3(C)CC(=O)C21O. Reactants: Cc1ccccc1, CC(C)C(NCCCN1CCCCC1)C(O)c1ccccc1, O=C(Cl)OC(Cl)(Cl)Cl, Cl, Cl, [Na+], [OH-]. Product: CC(C)C1C(c2ccccc2)OC(=O)N1CCCN1CCCCC1. RXN SMILES: [CH3:35][c:36]1[cH:37][cH:38][cH:39][cH:40][cH:41]1.[CH3:3][CH:4]([CH:5]([CH:6]([OH:7])[c:8]1[cH:9][cH:10][cH:11][cH:12][cH:13]1)[NH:14][CH2:15][CH2:16][CH2:17][N:18]1[CH2:19][CH2:20][CH2:21][CH2:22][CH2:23]1)[CH3:24].[Cl:27][C:28](=[O:29])[O:30][C:31]([Cl:32])([Cl:33])[Cl:34].[ClH:1].[ClH:2].[Na+:26].[OH-:25]>>[CH3:3][CH:4]([CH:5]1[CH:6]([c:8]2[cH:9][cH:10][cH:11][cH:12][cH:13]2)[O:7][C:28](=[O:29])[N:14]1[CH2:15][CH2:16][CH2:17][N:18]1[CH2:19][CH2:20][CH2:21][CH2:22][CH2:23]1)[CH3:24].